This data is from the Open Reaction Database (ORD), a public repository of structured organic reaction records. The task is: describe an organic reaction: reactants, conditions, products, and yield Starting materials: S(=O)(=O)([O-])S(=O)[O-].[Na+].[Na+] (sodium metabisulfite), CSC(C)C=1C=NC(=CC1)C(F)(F)F (3-[1-(methylthio)ethyl]-6-(trifluoromethyl)pyridine), N#CN (cyanamide), [O-]Cl.[Na+] (NaOCl). Solvent: O (water), C(C)#N (acetonitrile). Run at temperature -1 celsius, time 30 minute. Yields the product FC(C1=CC=C(C=N1)C(C)S(=NC#N)C)(F)F ((1-{6-[trifluoromethyl]pyridin-3-yl}ethyl)(methyl)-λ4-sulfanylidenecyanamide). Reaction SMILES: [CH3:1][S:2][CH:3]([C:5]1[CH:6]=[N:7][C:8]([C:11]([F:14])([F:13])[F:12])=[CH:9][CH:10]=1)[CH3:4].[N:15]#[C:16][NH2:17].[O-]Cl.[Na+].S(S([O-])=O)([O-])(=O)=O.[Na+].[Na+]>C(#N)C.O>[F:12][C:11]([F:14])([F:13])[C:8]1[N:7]=[CH:6][C:5]([CH:3]([S:2]([CH3:1])=[N:17][C:16]#[N:15])[CH3:4])=[CH:10][CH:9]=1 |f:2.3,4.5.6|. Procedure: solution of 110.6 g (0.475 mol, 95% assay) of 3-[1-(methylthio)ethyl]-6-(trifluoromethyl)pyridine and 25.2 g (0.6 mol) of cyanamide in 600 mL of acetonitrile was cooled to −5° C. To this solution was added 750 g (0.575 mol, Clorox™ 5.7% wt) of aqueous NaOCl dropwise over 45 min with the temperature kept below 0° C. The reaction mixture was allowed to stir at −1° C. for 30 min To the mixture was added 9.5 g (0.05 mol) of sodium metabisulfite in 25 mL of water and the two phase mixture was allowed... The reactants are C1(=CC=CC=C1)B(O)O (phenylboronic acid), ClC1=CC=CC(=N1)COC=1C=C(OCC2=C(C(=O)OCC)C(=CC=C2)C)C=CC1 (Ethyl 2-[3-(6-chloropyridin-2-ylmethoxy)phenoxymethyl]-6-methylbenzoate), C([O-])([O-])=O.[Na+].[Na+] (sodium carbonate), C(=O)(C)C#N (AcCN), C1(=CC=CC=C1)B(O)O (phenylboronic acid). Reagents/catalysts: [Pd].C1(=CC=CC=C1)P(C1=CC=CC=C1)C1=CC=CC=C1.C1(=CC=CC=C1)P(C1=CC=CC=C1)C1=CC=CC=C1.C1(=CC=CC=C1)P(C1=CC=CC=C1)C1=CC=CC=C1.C1(=CC=CC=C1)P(C1=CC=CC=C1)C1=CC=CC=C1 (tetrakis(triphenylphosphine)-palladium(0)). The solvent is O (water). Conditions: temperature 90 celsius, time 2 hour. Product: CC1=C(C(=O)OCC)C(=CC=C1)COC1=CC(=CC=C1)OCC1=NC(=CC=C1)C1=CC=CC=C1 (Ethyl 2-methyl-6-[3-(6-phenylpyridin-2-ylmethoxy)phenoxymethyl]benzoate). As a reaction SMILES: [C:1]1(B(O)O)[CH:6]=[CH:5][CH:4]=[CH:3][CH:2]=1.Cl[C:11]1[N:16]=[C:15]([CH2:17][O:18][C:19]2[CH:20]=[C:21]([CH:36]=[CH:37][CH:38]=2)[O:22][CH2:23][C:24]2[CH:34]=[CH:33][CH:32]=[C:31]([CH3:35])[C:25]=2[C:26]([O:28][CH2:29][CH3:30])=[O:27])[CH:14]=[CH:13][CH:12]=1.C(=O)([O-])[O-].[Na+].[Na+].C(C#N)(C)=O>[Pd].C1(P(C2C=CC=CC=2)C2C=CC=CC=2)C=CC=CC=1.C1(P(C2C=CC=CC=2)C2C=CC=CC=2)C=CC=CC=1.C1(P(C2C=CC=CC=2)C2C=CC=CC=2)C=CC=CC=1.C1(P(C2C=CC=CC=2)C2C=CC=CC=2)C=CC=CC=1.O>[CH3:35][C:31]1[CH:32]=[CH:33][CH:34]=[C:24]([CH2:23][O:22][C:21]2[CH:36]=[CH:37][CH:38]=[C:19]([O:18][CH2:17][C:15]3[CH:14]=[CH:13][CH:12]=[C:11]([C:1]4[CH:6]=[CH:5][CH:4]=[CH:3][CH:2]=4)[N:16]=3)[CH:20]=2)[C:25]=1[C:26]([O:28][CH2:29][CH3:30])=[O:27] |f:2.3.4,6.7.8.9.10|. Procedure details: A solution of phenylboronic acid (74.0 mg, 0.607 mmoles), ethyl 2-[3-(6-chloropyridin-2-ylmethoxy)-phenoxymethyl]-6-methylbenzoate (250 mg, 0.607 mmoles, example 6v), and sodium carbonate (77.8 mg, 1.21 mmoles) in 1:1H2O:AcCN (8 mL) is stirred under vacuum for five minutes. The reaction is placed under nitrogen, and tetrakis(triphenylphosphine)-palladium(0) (60.7 mg) is added followed by heating to 90° C. After two hours, another portion (15 mg) of phenylboronic acid is added. After another hour... Starting materials: CC(C)(C)OC(=O)N1CCc2c(cc(-c3ccnc(N)n3)n2CC(F)(F)F)C1=O, COCCOC, [Cs+], I[Cu]I, [I-], I, CC(C)CCON=O. Product: CC(C)(C)OC(=O)N1CCc2c(cc(-c3ccnc(I)n3)n2CC(F)(F)F)C1=O. Reaction SMILES: [C:1]([CH3:2])([CH3:3])([CH3:4])[O:5][C:6](=[O:7])[N:8]1[C:9](=[O:29])[c:10]2[c:11]([n:14]([CH2:24][C:25]([F:26])([F:27])[F:28])[c:15](-[c:17]3[n:18][c:19]([NH2:23])[n:20][cH:21][cH:22]3)[cH:16]2)[CH2:12][CH2:13]1.[CH2:41]([CH2:42][O:43][CH3:44])[O:45][CH3:46].[Cs+:31].[Cu:47]([I:48])[I:49].[I-:30].[I:32].[N:33]([O:34][CH2:35][CH2:36][CH:37]([CH3:38])[CH3:39])=[O:40]>>[C:1]([CH3:2])([CH3:3])([CH3:4])[O:5][C:6](=[O:7])[N:8]1[C:9](=[O:29])[c:10]2[c:11]([n:14]([CH2:24][C:25]([F:26])([F:27])[F:28])[c:15](-[c:17]3[n:18][c:19]([I:30])[n:20][cH:21][cH:22]3)[cH:16]2)[CH2:12][CH2:13]1. The reactants are Br[Mg]c1ccccc1 (effective_coupling_partner), COc2ccc1[nH]ccc1c2 (substrate). Reagents/catalysts: PPhCy2. Run at temperature 23 celsius, time 15 hour. Yields the product c3ccc(c2ccc1[nH]ccc1c2)cc3. The reactants are CCCCC(CCCC)C(Br)C(=O)N1C(=O)OCC1Cc1ccccc1, CC#N, CN=C(NC)N(C)C, [N-]=[N+]=[N-]. Product: CCCCC(CCCC)C(N=[N+]=[N-])C(=O)N1C(=O)OCC1Cc1ccccc1. As a reaction SMILES: [CH2:12]([c:13]1[cH:14][cH:15][cH:16][cH:17][cH:18]1)[CH:19]1[N:20]([C:25]([CH:26]([CH:27]([CH2:28][CH2:29][CH2:30][CH3:31])[CH2:32][CH2:33][CH2:34][CH3:35])[Br:36])=[O:37])[C:21](=[O:24])[O:22][CH2:23]1.[CH3:38][C:39]#[N:40].[CH3:4][NH:5][C:6](=[N:7][CH3:8])[N:9]([CH3:10])[CH3:11].[N-:1]=[N+:2]=[N-:3]>>[N:1](=[N+:2]=[N-:3])[CH:26]([C:25]([N:20]1[CH:19]([CH2:12][c:13]2[cH:14][cH:15][cH:16][cH:17][cH:18]2)[CH2:23][O:22][C:21]1=[O:24])=[O:37])[CH:27]([CH2:28][CH2:29][CH2:30][CH3:31])[CH2:32][CH2:33][CH2:34][CH3:35]. The reactants are NS(=O)(=O)C1=C(C(=O)OC)C=CC=C1 (methyl 2-(aminosulfonyl)-benzoate), N(=C=S)C1=NC2=C(C(=N1)OC)CCC2 (6,7-dihydro-2-isothiocyanato-4-methoxy-5H-cyclopentapyrimidine), C([O-])([O-])=O.[K+].[K+] (potassium carbonate). Run in CC(=O)C (acetone). Reaction conditions: time 2 hour. The product is COC1=NC(=NC2=C1CCC2)NC(=S)NS(=O)(=O)C2=C(C(=O)OC)C=CC=C2 (Methyl 2-[[(6,7-dihydro-4-methoxy-5H-cyclopentapyrimidin-2-yl)aminothioxomethyl]aminosulfonyl]benzoate). The yield is 49.8%. As a reaction SMILES: [NH2:1][S:2]([C:5]1[CH:14]=[CH:13][CH:12]=[CH:11][C:6]=1[C:7]([O:9][CH3:10])=[O:8])(=[O:4])=[O:3].[N:15]([C:18]1[N:23]=[C:22]([O:24][CH3:25])[C:21]2[CH2:26][CH2:27][CH2:28][C:20]=2[N:19]=1)=[C:16]=[S:17].C(=O)([O-])[O-].[K+].[K+]>CC(C)=O>[CH3:25][O:24][C:22]1[C:21]2[CH2:26][CH2:27][CH2:28][C:20]=2[N:19]=[C:18]([NH:15][C:16]([NH:1][S:2]([C:5]2[CH:14]=[CH:13][CH:12]=[CH:11][C:6]=2[C:7]([O:9][CH3:10])=[O:8])(=[O:3])=[O:4])=[S:17])[N:23]=1 |f:2.3.4|. Procedure details: A mixture of 4.3 g of methyl 2-(aminosulfonyl)-benzoate, 4.2 g of 6,7-dihydro-2-isothiocyanato-4-methoxy-5H-cyclopentapyrimidine and 2.2 g of anhydrous potassium carbonate in 70 ml of acetone was warmed to 40° with stirring. After 2 hours, a thick precipitate formed and stirring was continued for three more hours at ambient temperature. The precipitate was filtered, suspended in 150 ml of water, stirred and the pH adjusted to 2 by the addition of hydrochloric acid. The white solid was filtered, ...